This data is from the Open Reaction Database (ORD), a public repository of structured organic reaction records. The task is: describe an organic reaction: reactants, conditions, products, and yield Yields the product CCCCCCCCCCCCCCCCNc1ccc(C(=O)OCC(O)CO)c(F)c1. RXN SMILES: [CH3:37][N:38]([P:39]([N:40]([CH3:41])[CH3:42])([N:43]([CH3:44])[CH3:45])=[O:46])[CH3:47].[F:1][c:2]1[c:3]([C:4](=[O:5])[OH:6])[cH:7][cH:8][c:9]([NH:11][CH2:12][CH2:13][CH2:14][CH2:15][CH2:16][CH2:17][CH2:18][CH2:19][CH2:20][CH2:21][CH2:22][CH2:23][CH2:24][CH2:25][CH2:26][CH3:27])[cH:10]1.[I:30][CH2:31][CH:32]([CH2:33][OH:34])[OH:35].[Na+:29].[OH-:28].[OH2:36]>>[F:1][c:2]1[c:3]([C:4](=[O:5])[O:6][CH2:31][CH:32]([CH2:33][OH:34])[OH:35])[cH:7][cH:8][c:9]([NH:11][CH2:12][CH2:13][CH2:14][CH2:15][CH2:16][CH2:17][CH2:18][CH2:19][CH2:20][CH2:21][CH2:22][CH2:23][CH2:24][CH2:25][CH2:26][CH3:27])[cH:10]1. Reactants: CN(C)P(=O)(N(C)C)N(C)C, CCCCCCCCCCCCCCCCNc1ccc(C(=O)O)c(F)c1, OCC(O)CI, [Na+], [OH-], O. Starting materials: [H-].[Na+] (sodium hydride), ClC1=NC(=CC=C1C(=O)N1CC=2N(CC3=C1C=CC=C3)C=CC2)Cl ((2,6-dichloropyridin-3-yl)(5H,11H-pyrrolo[2,1-c][1,4]benzodiazepin-10-yl)-methanone), CC1=NNC=C1 (3-methylpyrazole), [H][H] (hydrogen). The solvent is oil, CN(C=O)C (dimethylformamide), [Cl-].[Na+].O (brine). Reaction conditions: temperature 110 celsius. Product: ClC1=NC(=CC=C1C(=O)N1CC=2N(CC3=C1C=CC=C3)C=CC2)N2N=C(C=C2)C ([2-Chloro-6-(3-methylpyrazol-1-yl)-pyridin-3-yl]-(5H,11H-pyrrolo[2,1-c][1,4]benzodiazepin-10-yl)-methanone). Yield: 28.5%. RXN SMILES: [H-].[Na+].[CH3:3][C:4]1[CH:8]=[CH:7][NH:6][N:5]=1.[H][H].[Cl:11][C:12]1[C:17]([C:18]([N:20]2[C:26]3[CH:27]=[CH:28][CH:29]=[CH:30][C:25]=3[CH2:24][N:23]3[CH:31]=[CH:32][CH:33]=[C:22]3[CH2:21]2)=[O:19])=[CH:16][CH:15]=[C:14](Cl)[N:13]=1>CN(C)C=O.[Cl-].[Na+].O>[Cl:11][C:12]1[C:17]([C:18]([N:20]2[C:26]3[CH:27]=[CH:28][CH:29]=[CH:30][C:25]=3[CH2:24][N:23]3[CH:31]=[CH:32][CH:33]=[C:22]3[CH2:21]2)=[O:19])=[CH:16][CH:15]=[C:14]([N:6]2[CH:7]=[CH:8][C:4]([CH3:3])=[N:5]2)[N:13]=1 |f:0.1,6.7.8|. Procedure details: To a suspension of 60% sodium hydride in oil (0.1 g) in dimethylformamide (25 ml) was added dropwise 3-methylpyrazole (0.15 g). After hydrogen gas evolution ceased, (2,6-dichloropyridin-3-yl)(5H,11H-pyrrolo[2,1-c][1,4]benzodiazepin-10-yl)-methanone (0.67 g) was added and the reaction mixture was heated in a sand bath at 110° C.) for 18 hours. The mixture was poured onto ice, diluted with brine, and extracted with dichloromethane. The combined extracts were dried over anhydrous sodium sulfate and... Reactants: CCOC(=O)C(OCC)OCC, ClCCl, [NH4+], [OH-]. Yields the product CCOC(OCC)C(N)=O. As a reaction SMILES: [CH2:1]([CH3:2])[O:3][CH:4]([C:5](=[O:6])[O:7][CH2:8][CH3:9])[O:10][CH2:11][CH3:12].[Cl:15][CH2:16][Cl:17].[NH4+:13].[OH-:14]>>[CH2:1]([CH3:2])[O:3][CH:4]([C:5](=[O:6])[NH2:13])[O:10][CH2:11][CH3:12]. The product is OCc1cc2cccnc2s1. As a reaction SMILES: [nH:12]1[c:13]2[n:14][cH:15][cH:16][cH:17][c:18]2[c:19]([CH:20]=[O:21])[cH:22]1.[s:1]1[c:2]([CH:10]=[O:11])[cH:3][c:4]2[c:5]1[n:6][cH:7][cH:8][cH:9]2>>[s:1]1[c:2]([CH2:10][OH:11])[cH:3][c:4]2[c:5]1[n:6][cH:7][cH:8][cH:9]2. Starting materials: O=Cc1c[nH]c2ncccc12, O=Cc1cc2cccnc2s1. Reactants: [BH4-], COc1ccc(-c2nc(SCC=O)sc2-c2ccc(OC)cc2)cc1, CO, [Na+]. The product is COc1ccc(-c2nc(SCCO)sc2-c2ccc(OC)cc2)cc1. As a reaction SMILES: [BH4-:26].[CH3:1][O:2][c:3]1[cH:4][cH:5][c:6](-[c:9]2[n:10][c:11]([S:22][CH2:23][CH:24]=[O:25])[s:12][c:13]2-[c:14]2[cH:15][cH:16][c:17]([O:20][CH3:21])[cH:18][cH:19]2)[cH:7][cH:8]1.[CH3:28][OH:29].[Na+:27]>>[CH3:1][O:2][c:3]1[cH:4][cH:5][c:6](-[c:9]2[n:10][c:11]([S:22][CH2:23][CH2:24][OH:25])[s:12][c:13]2-[c:14]2[cH:15][cH:16][c:17]([O:20][CH3:21])[cH:18][cH:19]2)[cH:7][cH:8]1. The reactants are C(C)OCC (diethyl ether), O (Water), solution, B(Br)(Br)Br (boron tribromide), BrC=1C=C2C=CC(=CC2=CC1)S(=O)(=O)C1=CC=C(C=C1)OC (4-(6-bromonaphth-2-ylsulphonyl)anisole). Run in C(Cl)Cl (methylene chloride), C(Cl)Cl (methylene chloride). Conditions: time 20 hour. Yields the product BrC=1C=C2C=CC(=CC2=CC1)S(=O)(=O)C1=CC=C(C=C1)O (4-(6-bromonaphth-2-ylsulphonyl)phenol). Yield: 88.4%. Reaction SMILES: B(Br)(Br)Br.[Br:5][C:6]1[CH:7]=[C:8]2[C:13](=[CH:14][CH:15]=1)[CH:12]=[C:11]([S:16]([C:19]1[CH:24]=[CH:23][C:22]([O:25]C)=[CH:21][CH:20]=1)(=[O:18])=[O:17])[CH:10]=[CH:9]2.C(OCC)C.O>C(Cl)Cl>[Br:5][C:6]1[CH:7]=[C:8]2[C:13](=[CH:14][CH:15]=1)[CH:12]=[C:11]([S:16]([C:19]1[CH:24]=[CH:23][C:22]([OH:25])=[CH:21][CH:20]=1)(=[O:18])=[O:17])[CH:10]=[CH:9]2. Procedure details: A 1M solution of boron tribromide in methylene chloride (9.65 ml) was slowly added to a stirred, cooled (−78° C.), methylene chloride (25 ml) solution of a portion (1.21 g) of the anisole derivative so obtained. The mixture was stirred for 20 hours at ambient temperature, then cooled to −10° C., diethyl ether (4 ml) slowly added, and stirring continued for 10 minutes. Water (25 ml) was added and the mixture extracted with ethyl acetate (2×25 ml). The combined organic extracts were washed with wa...